This data is from the Open Reaction Database (ORD), a public repository of structured organic reaction records. The task is: describe an organic reaction: reactants, conditions, products, and yield Reactants: O=C([O-])[O-], Cn1ccnc1S, CN(C)C=O, [K+], [K+], Nc1cc(Cl)ccc1[N+](=O)[O-], O. Product: Cn1ccnc1Sc1ccc([N+](=O)[O-])c(N)c1. As a reaction SMILES: [C:19](=[O:20])([O-:21])[O-:22].[CH3:12][n:13]1[c:14]([SH:18])[n:15][cH:16][cH:17]1.[CH3:25][N:26]([CH3:27])[CH:28]=[O:29].[K+:23].[K+:24].[NH2:1][c:2]1[c:3]([N+:9](=[O:10])[O-:11])[cH:4][cH:5][c:6]([Cl:8])[cH:7]1.[OH2:30]>>[NH2:1][c:2]1[c:3]([N+:9](=[O:10])[O-:11])[cH:4][cH:5][c:6]([S:18][c:14]2[n:13]([CH3:12])[cH:17][cH:16][n:15]2)[cH:7]1. Starting materials: C=CCC (1-butene), CC=CC (2-butene), C=C(C)C (isobutene). The product is C=CC (propene), CC=CCC (2-pentene), CC(C)=CC (2-methyl-2-butene). Reaction SMILES: [CH2:1]=[CH:2][CH2:3]C.[CH3:5][CH:6]=[CH:7][CH3:8].[CH2:9]=[C:10]([CH3:12])[CH3:11]>>[CH2:1]=[CH:2][CH3:3].[CH3:5][CH:6]=[CH:7][CH2:8][CH3:9].[CH3:9][C:10](=[CH:12][CH3:1])[CH3:11]. Reported procedure: In a first reactor R1, 1-butene, 2-butene and isobutene are reacted in the presence of the metathesis catalyst of the present invention to give propene, 2-pentene and 2-methyl-2-butene. For this purpose, a raffinate I stream is fed to the reactor. The reactor is followed by a distillation column D1 at the top of which propene and ethene formed as by-product are removed. Unreacted raffinate I is taken off at the middle offtake. Some of it may: also be returned to the reactor R1 (not shown in FIG.... Reactants: N#CC1CC(F)CN1C(=O)CN(C(=O)OCc1ccccc1)C12CCC(C(=O)On3nnc4ccccc43)(CC1)CC2, CC(C)N. The product is CC(C)NC(=O)C12CCC(N(CC(=O)N3CC(F)CC3C#N)C(=O)OCc3ccccc3)(CC1)CC2. Reaction SMILES: [CH2:1]([c:2]1[cH:3][cH:4][cH:5][cH:6][cH:7]1)[O:8][C:9](=[O:10])[N:11]([C:12]12[CH2:13][CH2:14][C:15]([C:20]([O:22][n:21]3[c:23]4[cH:24][cH:25][cH:26][cH:27][c:28]4[n:29][n:30]3)=[O:31])([CH2:16][CH2:17]1)[CH2:18][CH2:19]2)[CH2:32][C:33](=[O:34])[N:35]1[CH:36]([C:41]#[N:42])[CH2:37][CH:38]([F:40])[CH2:39]1.[CH3:43][CH:44]([CH3:45])[NH2:46]>>[CH2:1]([c:2]1[cH:3][cH:4][cH:5][cH:6][cH:7]1)[O:8][C:9](=[O:10])[N:11]([C:12]12[CH2:13][CH2:14][C:15]([C:20](=[O:22])[NH:46][CH:44]([CH3:43])[CH3:45])([CH2:16][CH2:17]1)[CH2:18][CH2:19]2)[CH2:32][C:33](=[O:34])[N:35]1[CH:36]([C:41]#[N:42])[CH2:37][CH:38]([F:40])[CH2:39]1. Reactants: C(C)N(CC)S(F)(F)F (diethylaminosulfur trifluoride), C(C1=CC=CC=C1)OC(=O)N1C[C@@H]([C@H](C1)O)CBr ((3S,4R)-1-Benzyloxycarbonyl-3-bromomethyl-4-hydroxypyrrolidine), C([O-])(O)=O.[Na+] (sodium bicarbonate). Solvent: ClCCl (dichloromethane). Reaction conditions: time 20 hour. Yields the product C(C1=CC=CC=C1)OC(=O)N1C[C@@H]([C@@H](C1)F)CBr ((3S,4S)-1-benzyloxycarbonyl-3-bromomethyl-4-fluoropyrrolidine). RXN SMILES: [CH2:1]([O:8][C:9]([N:11]1[CH2:15][C@H:14](O)[C@@H:13]([CH2:17][Br:18])[CH2:12]1)=[O:10])[C:2]1[CH:7]=[CH:6][CH:5]=[CH:4][CH:3]=1.C(N(S(F)(F)[F:25])CC)C.C(=O)(O)[O-].[Na+]>ClCCl>[CH2:1]([O:8][C:9]([N:11]1[CH2:15][C@@H:14]([F:25])[C@@H:13]([CH2:17][Br:18])[CH2:12]1)=[O:10])[C:2]1[CH:7]=[CH:6][CH:5]=[CH:4][CH:3]=1 |f:2.3|. Procedure: Process A: (3S,4R)-1-Benzyloxycarbonyl-3-bromomethyl-4-hydroxypyrrolidine (2.70 g) was dissolved in dichloromethane (60 mL). While the solution was chilled in an ice water bath, diethylaminosulfur trifluoride (2.30 mL) was added dropwise and the mixture was stirred at room temperature for 20 hours. Following addition of a saturated aqueous solution of sodium bicarbonate (30 mL) in an ice water bath, the dichloromethane layer was separated. The dichloromethane layer was washed sequentially with a... Starting materials: C(C)OC(=O)C1(CC2=CC=CC=C2C1)NC(C(C1=CC=CC=C1)C1CCCC1)=O (2-(2-Cyclopentyl-2-phenyl-acetylamino)-indan-2-carboxylic acid ethyl ester), [OH-].[K+] (KOH). Run in CCO (EtOH). The product is C1(CCCC1)C(C(=O)NC1(CC2=CC=CC=C2C1)C(=O)O)C1=CC=CC=C1 (2-(2-Cyclopentyl-2-phenyl-acetylamino)-indan-2-carboxylic acid), solid. The yield is 71.0%. As a reaction SMILES: C([O:3][C:4]([C:6]1([NH:15][C:16](=[O:29])[CH:17]([CH:24]2[CH2:28][CH2:27][CH2:26][CH2:25]2)[C:18]2[CH:23]=[CH:22][CH:21]=[CH:20][CH:19]=2)[CH2:14][C:13]2[C:8](=[CH:9][CH:10]=[CH:11][CH:12]=2)[CH2:7]1)=[O:5])C.[OH-].[K+]>CCO>[CH:24]1([CH:17]([C:18]2[CH:23]=[CH:22][CH:21]=[CH:20][CH:19]=2)[C:16]([NH:15][C:6]2([C:4]([OH:5])=[O:3])[CH2:7][C:8]3[C:13](=[CH:12][CH:11]=[CH:10][CH:9]=3)[CH2:14]2)=[O:29])[CH2:28][CH2:27][CH2:26][CH2:25]1 |f:1.2|. Procedure details: 2-(2-Cyclopentyl-2-phenyl-acetylamino)-indan-2-carboxylic acid ethyl ester (268) (1 g, 2.56 mmol) is dissolved in EtOH (50 mL) and set to stir at RT. To this solution is added 5M KOH (3 ml). The reaction mixture is stirred at RT overnight. After concentration in vacuo, the residue is dissolved in water (20 mL) and washed with EtOAc (20 ml). The phases are separated and the aqueous phase is acidified with concentrated HCl to pH 2. The solid precipitate is collected via filtration and dried under ... The yield is 13.8%. The product is CC1=NOC(=C1C)NC(=O)N1CCN(CC1)C=1SC=C(N1)C1=CC=CC=C1 (N-(3,4-Dimethylisoxazol-5-yl)-4-(4-phenyl-1,3-thiazol-2-yl)piperazine-1-carboxamide). Reaction SMILES: [CH3:1][C:2]1[C:6]([CH3:7])=[C:5]([NH:8][C:9](=[O:16])OCC(Cl)(Cl)Cl)[O:4][N:3]=1.[C:17]1([C:23]2[N:24]=[C:25]([N:28]3[CH2:33][CH2:32][NH:31][CH2:30][CH2:29]3)[S:26][CH:27]=2)[CH:22]=[CH:21][CH:20]=[CH:19][CH:18]=1.C(N(C(C)C)CC)(C)C.O>CS(C)=O>[CH3:1][C:2]1[C:6]([CH3:7])=[C:5]([NH:8][C:9]([N:31]2[CH2:32][CH2:33][N:28]([C:25]3[S:26][CH:27]=[C:23]([C:17]4[CH:22]=[CH:21][CH:20]=[CH:19][CH:18]=4)[N:24]=3)[CH2:29][CH2:30]2)=[O:16])[O:4][N:3]=1. Starting materials: O (Water), CC1=NOC(=C1C)NC(OCC(Cl)(Cl)Cl)=O (2,2,2-trichloroethyl (3,4-dimethylisoxazol-5-yl)carbamate), C1(=CC=CC=C1)C=1N=C(SC1)N1CCNCC1 (1-(4-phenyl-1,3-thiazol-2-yl)piperazine), C(C)(C)N(CC)C(C)C (diisopropylethylamine). Procedure: A mixture of 2,2,2-trichloroethyl (3,4-dimethylisoxazol-5-yl)carbamate (258 mg, 0.897 mmol), 1-(4-phenyl-1,3-thiazol-2-yl)piperazine (200 mg, 0.815 mmol) and diisopropylethylamine (0.156 ml, 0.897 mmol) in dimethylsulfoxide (2.7 ml) was stirred at 70° C. for 3 hours. Water was poured into the reaction mixture and the mixture was extracted with ethyl acetate. The extract was washed with water and dried over anhydrous magnesium sulfate and the solvent was distilled off under reduced pressure. The ... Run in CS(=O)C (dimethylsulfoxide). Reaction conditions: temperature 70 celsius, time 3 hour.